Dataset: the Open Reaction Database (ORD), a public repository of structured organic reaction records. Task: describe an organic reaction: reactants, conditions, products, and yield Starting materials: C1(C2=C(C(=O)O1)CCCC2)=O (3,4,5,6-tetrahydrophthalic anhydride), OC=1C=C(N)C=CC1Cl (3-hydroxy-4-chloroaniline), C(C)(=O)O (acetic acid). Run in O (water). Conditions: time 2 hour. The product is ClC1=C(C=C(C=C1)N1C(C2=C(C1=O)CCCC2)=O)O (N-(4-chloro-3-hydroxyphenyl)-3,4,5,6-tetrahydrophthalimide). Yield: 87.5%. Reaction SMILES: [C:1]1(=[O:11])[O:6][C:4](=O)[C:3]2[CH2:7][CH2:8][CH2:9][CH2:10][C:2]1=2.[OH:12][C:13]1[CH:14]=[C:15]([CH:17]=[CH:18][C:19]=1[Cl:20])[NH2:16].C(O)(=O)C>O>[Cl:20][C:19]1[CH:18]=[CH:17][C:15]([N:16]2[C:1](=[O:11])[C:2]3[CH2:10][CH2:9][CH2:8][CH2:7][C:3]=3[C:4]2=[O:6])=[CH:14][C:13]=1[OH:12]. Reported procedure: A mixture of 15.2 g. of 3,4,5,6-tetrahydrophthalic anhydride, 14.4 g. of 3-hydroxy-4-chloroaniline and 50 ml. of glacial acetic acid was refluxed with stirring for 2 hours and then, the reaction mixture was cooled to a room temperature and water was added to precipitate a crystal and the crystal was separated by a filtration and recrystallized from isopropanol to obtain N-(4-chloro-3-hydroxyphenyl)-3,4,5,6-tetrahydrophthalimide (m.p.: 236.5°-238° C.; yellow crystal) (yield: 87.5%). The reactants are C(C1=CC=CC=C1)OC1=NC(=C(C(=N1)OCC1=CC=CC=C1)[N+](=O)[O-])C=CN(C)C (2,4-Bis-benzyloxy-5-nitro-6-dimethylaminovinyl pyrimidine). Reagents/catalysts: [Zn] (Zn). Solvent: CC(=O)O (AcOH), C(Cl)Cl (CH2Cl2). Reaction conditions: time 8 hour. Yields the product C(C1=CC=CC=C1)OC=1N=C(C2=C(N1)C=CN2)OCC2=CC=CC=C2 (2,4-Bis-benzyloxy-5H-pyrrolo[3,2-d]pyrimidine). Yield: 89.3%. As a reaction SMILES: [CH2:1]([O:8][C:9]1[N:14]=[C:13]([O:15][CH2:16][C:17]2[CH:22]=[CH:21][CH:20]=[CH:19][CH:18]=2)[C:12]([N+:23]([O-])=O)=[C:11]([CH:26]=[CH:27]N(C)C)[N:10]=1)[C:2]1[CH:7]=[CH:6][CH:5]=[CH:4][CH:3]=1>CC(O)=O.C(Cl)Cl.[Zn]>[CH2:1]([O:8][C:9]1[N:14]=[C:13]([O:15][CH2:16][C:17]2[CH:22]=[CH:21][CH:20]=[CH:19][CH:18]=2)[C:12]2[NH:23][CH:27]=[CH:26][C:11]=2[N:10]=1)[C:2]1[CH:3]=[CH:4][CH:5]=[CH:6][CH:7]=1. Reported procedure: To a suspension of 2,4-Bis-O-Benzyl-5-nitro-6-β-dimethylaminovinyl pyrimidine 14 (2 g, 4.9 mmol) in AcOH (40 ml), Zn (4 g) was added in lot of 2 g with an interval of 4 hrs. The reaction mixture was stirred overnight at room temperature during which a dark yellow suspension became pale yellow suspension. The reaction mixture was filtered and the filtrate concentrated in vacuo to obtain syrup which was dissolved in CH2Cl2 then washed with saturated aq. NaHCO3 followed by brine. The organic phase ... Starting materials: O=C(C([C@H](CC(=O)OC(C)(C)C)O[Si](CC)(CC)CC)(C)C)[C@@H]([C@H]([C@H](C\C=C\C(=C/C[C@@H](\C(=C\C=1N=C(SC1)C)\C)O[Si](CC)(CC)CC)\C)C)OC(=O)OCC(Cl)(Cl)Cl)C (tert-butyl (3S,6R,7S,8S,10E,12Z,15S,16E)-5-oxo-3,15-bis(triethylsilyloxy)-17-(2-methylthiazol-4-yl)-4,4,6,8,12,16-hexamethyl-7-(2,2,2-trichloroethoxycarbonyloxy)-heptadeca-10,12,16-trienoate), N1=C(C=CC=C1C)C (2,6-lutidine), FC(S(=O)(=O)O[Si](CC)(CC)CC)(F)F (triethylsilyl trifluoromethanesulfonate), Cl (HCl), P(=O)([O-])([O-])[O-] (phosphate). The solvent is C(Cl)Cl (CH2Cl2), C(C)(=O)OCC (ethyl acetate). Run at time 10 hour. Yields the product O=C(C([C@H](CC(=O)O)O[Si](CC)(CC)CC)(C)C)[C@@H]([C@H]([C@H](C\C=C\C(=C/C[C@@H](\C(=C\C=1N=C(SC1)C)\C)O)\C)C)OC(=O)OCC(Cl)(Cl)Cl)C ((3S,6R,7S,8S,10E,12Z,15S,16E)-5-oxo-3-(triethylsilyloxy)-15-hydroxy-17-(2-methylthiazol-4-yl)-4,4,6,8,12,16-hexametliyl-7-(2,2,2-trichloroethoxycarbonyloxy)-heptadeca-10,12,16-trienoic acid). Reaction SMILES: [O:1]=[C:2]([C@H:23]([CH3:61])[C@@H:24]([O:52][C:53]([O:55][CH2:56][C:57]([Cl:60])([Cl:59])[Cl:58])=[O:54])[C@@H:25]([CH3:51])[CH2:26]/[CH:27]=[CH:28]/[C:29](/[CH3:50])=[CH:30]\[CH2:31][C@H:32]([O:42][Si](CC)(CC)CC)/[C:33](/[CH3:41])=[CH:34]/[C:35]1[N:36]=[C:37]([CH3:40])[S:38][CH:39]=1)[C:3]([CH3:22])([CH3:21])[C@@H:4]([O:13][Si:14]([CH2:19][CH3:20])([CH2:17][CH3:18])[CH2:15][CH3:16])[CH2:5][C:6]([O:8]C(C)(C)C)=[O:7].N1C(C)=CC=CC=1C.FC(F)(F)S(O[Si](CC)(CC)CC)(=O)=O.Cl.P([O-])([O-])([O-])=O>C(Cl)Cl.C(OCC)(=O)C>[O:1]=[C:2]([C@H:23]([CH3:61])[C@@H:24]([O:52][C:53]([O:55][CH2:56][C:57]([Cl:58])([Cl:59])[Cl:60])=[O:54])[C@@H:25]([CH3:51])[CH2:26]/[CH:27]=[CH:28]/[C:29](/[CH3:50])=[CH:30]\[CH2:31][C@H:32]([OH:42])/[C:33](/[CH3:41])=[CH:34]/[C:35]1[N:36]=[C:37]([CH3:40])[S:38][CH:39]=1)[C:3]([CH3:21])([CH3:22])[C@@H:4]([O:13][Si:14]([CH2:19][CH3:20])([CH2:15][CH3:16])[CH2:17][CH3:18])[CH2:5][C:6]([OH:8])=[O:7]. Procedure details: A solution of tert-butyl (3S,6R,7S,8S,10E,12Z,15S,16E)-5-oxo-3,15-bis(triethylsilyloxy)-17-(2-methylthiazol-4-yl)-4,4,6,8,12,16-hexamethyl-7-(2,2,2-trichloroethoxycarbonyloxy)-heptadeca-10,12,16-trienoate (2.38 g) in 12 mL of CH2Cl2 is treated with 2,6-lutidine (0.86 mL) and triethylsilyl trifluoromethanesulfonate (0.98 g) at 0° C. for 30 minutes, then at ambient temperature for 10 hours. The mixture is diluted with 50 mL of ethyl acetate and poured into 20 mL of 1 N HCl. The organic phase is se... As a reaction SMILES: [Cl:15][c:16]1[n:17][c:18]([Cl:25])[c:19]2[nH:20][cH:21][n:22][c:23]2[n:24]1.[F:1][c:2]1[c:3]([C:9]2([CH:12]([CH3:13])[OH:14])[O:10][CH2:11]2)[cH:4][cH:5][c:6]([F:8])[cH:7]1>>[F:1][c:2]1[c:3]([C:9]2([CH:12]([CH3:13])[n:22]3[cH:21][n:20][c:19]4[c:18]([Cl:25])[n:17][c:16]([Cl:15])[n:24][c:23]43)[O:10][CH2:11]2)[cH:4][cH:5][c:6]([F:8])[cH:7]1. Reactants: Clc1nc(Cl)c2[nH]cnc2n1, CC(O)C1(c2ccc(F)cc2F)CO1. The product is CC(n1cnc2c(Cl)nc(Cl)nc21)C1(c2ccc(F)cc2F)CO1. Starting materials: CC1CC(NC(=O)OC(C)(C)C)CN(C(=O)OCc2ccccc2)C1, ClCCl, Cl, C1COCCO1. Product: CC1CC(N)CN(C(=O)OCc2ccccc2)C1, Cl. As a reaction SMILES: [CH2:1]([c:2]1[cH:3][cH:4][cH:5][cH:6][cH:7]1)[O:8][C:9](=[O:10])[N:11]1[CH2:12][CH:13]([NH:18][C:19]([O:20][C:21]([CH3:22])([CH3:23])[CH3:24])=[O:25])[CH2:14][CH:15]([CH3:17])[CH2:16]1.[Cl:33][CH2:34][Cl:35].[ClH:26].[O:27]1[CH2:28][CH2:29][O:30][CH2:31][CH2:32]1>>[CH2:1]([c:2]1[cH:3][cH:4][cH:5][cH:6][cH:7]1)[O:8][C:9](=[O:10])[N:11]1[CH2:12][CH:13]([NH2:18])[CH2:14][CH:15]([CH3:17])[CH2:16]1.[ClH:26].